describe an organic reaction: reactants, conditions, products, and yield From a dataset of the Open Reaction Database (ORD), a public repository of structured organic reaction records. Reactants: CS(=O)(=O)OC(CCC(C1=CC=C(C=C1)Br)OS(=O)(=O)C)C1=CC=C(C=C1)Br (1,4-bis(4-bromophenyl)butane-1,4-diyl dimethanesulfonate), FC(C1=CC=C(N)C=C1)(F)F (4-(trifluoromethyl)aniline). Run in CN(C)C=O (DMF). Reaction conditions: temperature 50 celsius, time 8 hour. Product: BrC1=CC=C(C=C1)[C@H]1N([C@@H](CC1)C1=CC=C(C=C1)Br)C1=CC=C(C=C1)C(F)(F)F ((2S,5S)-2,5-bis(4-bromophenyl)-1-(4-(trifluoromethyl)phenyl)pyrrolidine). As a reaction SMILES: CS(O[CH:6]([C:22]1[CH:27]=[CH:26][C:25]([Br:28])=[CH:24][CH:23]=1)[CH2:7][CH2:8][CH:9](OS(C)(=O)=O)[C:10]1[CH:15]=[CH:14][C:13]([Br:16])=[CH:12][CH:11]=1)(=O)=O.[F:29][C:30]([F:39])([F:38])[C:31]1[CH:37]=[CH:36][C:34]([NH2:35])=[CH:33][CH:32]=1>CN(C=O)C>[Br:16][C:13]1[CH:14]=[CH:15][C:10]([C@@H:9]2[CH2:8][CH2:7][C@@H:6]([C:22]3[CH:27]=[CH:26][C:25]([Br:28])=[CH:24][CH:23]=3)[N:35]2[C:34]2[CH:36]=[CH:37][C:31]([C:30]([F:29])([F:38])[F:39])=[CH:32][CH:33]=2)=[CH:11][CH:12]=1. Procedure details: The product from Example 42B (11.13 g, 20.0 mmol) and 4-(trifluoromethyl)aniline (32.2 g, 200 mmol) were combined in DMF (50 mL). The mixture was stirred at 50° C. under nitrogen overnight. The reaction mixture was evaporated and the residue was diluted with ethyl acetate, treated with 1M HCl, stirred for 10 minutes, and filtered to remove the solid. The organic layer of filtrate was washed with brine, dried with sodium sulfate, filtered and evaporated. The residue was purified by chromatography...